Dataset: the Open Reaction Database (ORD), a public repository of structured organic reaction records. Task: describe an organic reaction: reactants, conditions, products, and yield Reaction SMILES: O.[OH-].[Li+].[CH3:4][N:5]1[C:10](=[O:11])[C:9]2[C:12]([S:26][CH2:27][CH2:28][CH2:29][C:30]([O:32]C)=[O:31])=[C:13]([CH2:15][C:16]3[C:25]4[C:20](=[CH:21][CH:22]=[CH:23][CH:24]=4)[CH:19]=[CH:18][CH:17]=3)[S:14][C:8]=2[C:7]([CH2:34][CH:35]([CH3:37])[CH3:36])=[N:6]1.Cl>O.O1CCCC1>[CH3:4][N:5]1[C:10](=[O:11])[C:9]2[C:12]([S:26][CH2:27][CH2:28][CH2:29][C:30]([OH:32])=[O:31])=[C:13]([CH2:15][C:16]3[C:25]4[C:20](=[CH:21][CH:22]=[CH:23][CH:24]=4)[CH:19]=[CH:18][CH:17]=3)[S:14][C:8]=2[C:7]([CH2:34][CH:35]([CH3:37])[CH3:36])=[N:6]1 |f:0.1.2|. Procedure details: A solution of lithium hydroxide hydrate (0.035 g) in water (1 ml) was added to a solution of methyl 4-{[4,5-dihydro-5-methyl-7-(2-methylpropyl)-2-(1-naphthalenylmethyl)-4-oxothieno[2,3-d]pyridazin-3-yl]thio}butanoate (0.20 g) in tetrahydrofuran (6 ml) at room temperature. After 2 days, 1M hydrochloric acid (20 ml) was added and the mixture was extracted with ethyl acetate (20 ml). The organic extracts were washed with brine, dried, filtered and evaporated. The residue was dissolved in ethyl acet... Run in O (water), O1CCCC1 (tetrahydrofuran). Reaction conditions: time 2 day. Isolated yield 25.7%. Product: CN1N=C(C2=C(C1=O)C(=C(S2)CC2=CC=CC1=CC=CC=C21)SCCCC(=O)O)CC(C)C (4-{[4,5-Dihydro-5-methyl-7-(2-methylpropyl)-2-(1-naphthalenylmethyl)-4-oxothieno[2,3-d]pyridazin-3-yl]thio}butanoic acid). The reactants are Cl (hydrochloric acid), O.[OH-].[Li+] (lithium hydroxide hydrate), CN1N=C(C2=C(C1=O)C(=C(S2)CC2=CC=CC1=CC=CC=C21)SCCCC(=O)OC)CC(C)C (methyl 4-{[4,5-dihydro-5-methyl-7-(2-methylpropyl)-2-(1-naphthalenylmethyl)-4-oxothieno[2,3-d]pyridazin-3-yl]thio}butanoate). The reactants are C1(=CC=CC=C1)B(O)O (phenyl boronic acid), FC(S(=O)(=O)OC1=CC=C2C=CN=CC2=C1)(F)F (7-(trifluoromethanesulfonyloxy)isoquinoline), C([O-])([O-])=O.[Na+].[Na+] (sodium carbonate), solution. The reagents and catalysts are C=1C=CC(=CC1)[P](C=2C=CC=CC2)(C=3C=CC=CC3)[Pd]([P](C=4C=CC=CC4)(C=5C=CC=CC5)C=6C=CC=CC6)([P](C=7C=CC=CC7)(C=8C=CC=CC8)C=9C=CC=CC9)[P](C=1C=CC=CC1)(C=1C=CC=CC1)C=1C=CC=CC1 (tetrakis(triphenylphosphine)palladium(0)). Run in C1(=CC=CC=C1)C (toluene), C(C)(=O)OCC (ethyl acetate). Conditions: temperature 90 celsius. The product is C1(=CC=CC=C1)C1=CC=C2C=CN=CC2=C1 (7-Phenylisoquinoline). Isolated yield 83.0%. RXN SMILES: FC(F)(F)S(O[C:7]1[CH:16]=[C:15]2[C:10]([CH:11]=[CH:12][N:13]=[CH:14]2)=[CH:9][CH:8]=1)(=O)=O.[C:19]1(B(O)O)[CH:24]=[CH:23][CH:22]=[CH:21][CH:20]=1.C(=O)([O-])[O-].[Na+].[Na+]>C1(C)C=CC=CC=1.C(OCC)(=O)C.C1C=CC([P]([Pd]([P](C2C=CC=CC=2)(C2C=CC=CC=2)C2C=CC=CC=2)([P](C2C=CC=CC=2)(C2C=CC=CC=2)C2C=CC=CC=2)[P](C2C=CC=CC=2)(C2C=CC=CC=2)C2C=CC=CC=2)(C2C=CC=CC=2)C2C=CC=CC=2)=CC=1>[C:19]1([C:7]2[CH:16]=[C:15]3[C:10]([CH:11]=[CH:12][N:13]=[CH:14]3)=[CH:9][CH:8]=2)[CH:24]=[CH:23][CH:22]=[CH:21][CH:20]=1 |f:2.3.4,^1:50,52,71,90|. Procedure details: To a slurry of 7-(trifluoromethanesulfonyloxy)isoquinoline (prepared by the method of D. F. Ortwine et al., J. Med. Chem., 1992, 35, 1345) (2.1 g, 7.5 mmol) in toluene (20 ml) was added phenyl boronic acid (1.21 g, 10 mmol) and a 2M solution of sodium carbonate (15 ml). The reaction vessel was filled with nitrogen, tetrakis(triphenylphosphine)palladium(0) (0.25 g, 0.22 mmol) was added and the reaction mixture was heated at 90° C. for 18 h. The reaction mixture was diluted with ethyl acetate (50 ... Reactants: S1C(=NC=C1)NS(=O)(=O)C1=CC(=CC=C1)[N+](=O)[O-] (1-(thiazol-2-ylaminosulphonyl )-3-nitrobenzene), Cl (hydrochloric acid). The reagents and catalysts are [Pd] (palladium on carbon). Run in C(C)O (ethanol), O (water). Run at time 3 hour. Yields the product S1C(=NC=C1)NS(=O)(=O)C1=CC(=CC=C1)N (1-(Thiazol-2-ylaminosulphonyl)-3-aminobenzene). Yield: 74.0%. RXN SMILES: [S:1]1[CH:5]=[CH:4][N:3]=[C:2]1[NH:6][S:7]([C:10]1[CH:15]=[CH:14][CH:13]=[C:12]([N+:16]([O-])=O)[CH:11]=1)(=[O:9])=[O:8].Cl>C(O)C.[Pd].O>[S:1]1[CH:5]=[CH:4][N:3]=[C:2]1[NH:6][S:7]([C:10]1[CH:15]=[CH:14][CH:13]=[C:12]([NH2:16])[CH:11]=1)(=[O:9])=[O:8]. Reported procedure: To a suspension of 1-(thiazol-2-ylaminosulphonyl )-3-nitrobenzene (0.5 g, 1.8 mmol) in ethanol (50 ml) was added 10% palladium on carbon. (0.25 g, 50% (w/w)) in water (2 ml) and 5M hydrochloric acid (1 ml, 5 mmol). The mixture was hydrogenated at 45 psi for 3 h. The catalyst was filtered off and washed with ethanol. The solvents were evaporated in vacuo and the residue chromatographed on silica gel using 10% methanol in dichloromethane as the eluant to afford the product (0.34 g, 76%) as a pale ... The reactants are CCC(=CCCC(=CCO)CC)CC, BrP(Br)Br. Product: CCC(=CCCC(=CCBr)CC)CC. RXN SMILES: [CH2:1]([CH3:2])[C:3](=[CH:4][CH2:5][OH:6])[CH2:7][CH2:8][CH:9]=[C:10]([CH2:11][CH3:12])[CH2:13][CH3:14].[P:15]([Br:16])([Br:17])[Br:18]>>[CH2:1]([CH3:2])[C:3](=[CH:4][CH2:5][Br:16])[CH2:7][CH2:8][CH:9]=[C:10]([CH2:11][CH3:12])[CH2:13][CH3:14].